From a dataset of the Open Reaction Database (ORD), a public repository of structured organic reaction records. describe an organic reaction: reactants, conditions, products, and yield Starting materials: OCCNS(=O)(=O)C1=C(C(=O)OC)C(=CC=C1)[N+](=O)[O-] (methyl 2-[N-(2-hydroxyethyl)aminosulfonyl]-6-nitrobenzoate), CNC (dimethylamine), CC(C)([O-])C.[K+] (potassium tertbutoxide). The solvent is CO (MeOH), C(C)(C)(C)O (tertbutanol), CO (MeOH). Conditions: time 4 day. Product: CN(C(C1=C(C=CC=C1[N+](=O)[O-])S(=O)(=O)NCCO)=O)C (N,N-Dimethyl-2-[N-(2-hydroxyethyl)aminosulfonyl]-6-nitrobenzamide). Isolated yield 87.7%. RXN SMILES: [OH:1][CH2:2][CH2:3][NH:4][S:5]([C:8]1[CH:17]=[CH:16][CH:15]=[C:14]([N+:18]([O-:20])=[O:19])[C:9]=1[C:10]([O:12]C)=O)(=[O:7])=[O:6].[CH3:21][NH:22][CH3:23].CC(C)([O-])C.[K+]>CO.C(O)(C)(C)C>[CH3:21][N:22]([CH3:23])[C:10](=[O:12])[C:9]1[C:14]([N+:18]([O-:20])=[O:19])=[CH:15][CH:16]=[CH:17][C:8]=1[S:5]([NH:4][CH2:3][CH2:2][OH:1])(=[O:6])=[O:7] |f:2.3|. Reported procedure: A solution of methyl 2-[N-(2-hydroxyethyl)aminosulfonyl]-6-nitrobenzoate (4.58 g, 15.1 mmol) in absolute MeOH (50 ml) was added to a solution of dimethylamine (6.8 g, 0.15 mol) and potassium tertbutoxide (0.68 ml of a 0.262 M soluton in tertbutanol) in absolute MeOH (100 ml). After stirring at 20-25° for 4 days, solvents were removed under reduced pressure. The residue was dissolved in EtOAc and washed with 0.5N HCl followed by a saturated aqueous NaCl solution. The EtOAc extract was dried (Na2S... The product is COC1=C(C=CC(=C1)CNCCCNCCCCNCCCN)O.OC1C(OC2=C(C1CC(C)=O)C=CC(=C2)C(CCCCCC)(C)C)(C)C (dl-5 Hydroxy-2,2-dimethyl-7-(1,1-dimethylheptyl)-4-(2-oxopropyl)-3,4-dihydro-2H-benzopyran). Procedure: A solution of 5.0 g (0.02 mole) chromic anhydride in 5.0 ml water is added with stirring and ice cooling to 50 ml pyridine. To this is added at 10° C. 4.04 g (0.01 mole) dl-5-acetoxy-4-(2-hydroxypropyl)-2,2-dimethyl-7-(1,1-dimethylheptyl)-3,4-dihydro-2H-benzopyran and the resulting mixture stirred at room temperature for three hours. The reaction mixture is poured into water, made alkaline (pH 8.5-9.0) with sodium carbonate, stirred for 20 minutes then acidified with dilute hydrochloric acid and... Reaction SMILES: N1C=CC=CC=1.[CH3:7][O:8][C:9]1[CH:14]=[C:13]([CH2:15][NH:16][CH2:17][CH2:18][CH2:19][NH:20][CH2:21][CH2:22][CH2:23][CH2:24][NH:25][CH2:26][CH2:27][CH2:28][NH2:29])[CH:12]=[CH:11][C:10]=1[OH:30].C([O:34][CH:35]1[CH:40]([CH2:41][CH:42]([OH:44])[CH3:43])[C:39]2[CH:45]=[CH:46][C:47]([C:49]([CH3:57])([CH3:56])[CH2:50][CH2:51][CH2:52][CH2:53][CH2:54][CH3:55])=[CH:48][C:38]=2[O:37][C:36]1([CH3:59])[CH3:58])(=O)C.C(=O)([O-])[O-].[Na+].[Na+].Cl>O>[CH3:7][O:8][C:9]1[CH:14]=[C:13]([CH2:15][NH:16][CH2:17][CH2:18][CH2:19][NH:20][CH2:21][CH2:22][CH2:23][CH2:24][NH:25][CH2:26][CH2:27][CH2:28][NH2:29])[CH:12]=[CH:11][C:10]=1[OH:30].[OH:34][CH:35]1[CH:40]([CH2:41][C:42](=[O:44])[CH3:43])[C:39]2[CH:45]=[CH:46][C:47]([C:49]([CH3:57])([CH3:56])[CH2:50][CH2:51][CH2:52][CH2:53][CH2:54][CH3:55])=[CH:48][C:38]=2[O:37][C:36]1([CH3:58])[CH3:59] |f:1.2,3.4.5,8.9|. Reactants: C([O-])([O-])=O.[Na+].[Na+] (sodium carbonate), chromic anhydride, N1=CC=CC=C1 (pyridine), COC1=C(C=CC(=C1)CNCCCNCCCCNCCCN)O.C(C)(=O)OC1C(OC2=C(C1CC(C)O)C=CC(=C2)C(CCCCCC)(C)C)(C)C (dl-5 acetoxy-4-(2-hydroxypropyl)-2,2-dimethyl-7-(1,1-dimethylheptyl)-3,4-dihydro-2H-benzopyran), Cl (hydrochloric acid). Run in O (water), O (water).